From a dataset of the Open Reaction Database (ORD), a public repository of structured organic reaction records. describe an organic reaction: reactants, conditions, products, and yield The product is CN1C(CC2=CC=C(C=C12)B1OC(C(O1)(C)C)(C)C)=O (1-Methyl-6-(4,4,5,5-tetramethyl-[1,3,2]dioxaborolan-2-yl)-1,3-dihydro-indol-2-one). The yield is 3.8%. Reactants: CC1(OB(OC1(C)C)C=1C=NNC1)C (4-(4,4,5,5-Tetramethyl-1,3,2-dioxaborolan-2-yl)-1H-pyrazole), ICC1CCOCC1 (4-(iodomethyl)-tetrahydro-2H-pyran), CN(C)C=O (DMF), C(=O)([O-])[O-].[K+].[K+] (K2CO3). As a reaction SMILES: [CH3:1][C:2]1([CH3:14])[C:6]([CH3:8])([CH3:7])[O:5][B:4]([C:9]2[CH:10]=NN[CH:13]=2)[O:3]1.I[CH2:16][CH:17]1[CH2:22]C[O:20][CH2:19][CH2:18]1.C([O-])([O-])=O.[K+].[K+].[CH3:29][N:30](C=O)C>>[CH3:29][N:30]1[C:22]2[C:17](=[CH:16][CH:13]=[C:9]([B:4]3[O:3][C:2]([CH3:14])([CH3:1])[C:6]([CH3:8])([CH3:7])[O:5]3)[CH:10]=2)[CH2:18][C:19]1=[O:20] |f:2.3.4|. Conditions: temperature 80 celsius, time 5 hour. Reported procedure: 2 g (10.3 mmol) 4-(4,4,5,5-Tetramethyl-1,3,2-dioxaborolan-2-yl)-1H-pyrazole and 2.9 mL (20.6 mmol) 4-(iodomethyl)-tetrahydro-2H-pyran are dissolved in 200 mL DMF and 4.274 g (30.9 mmol) K2CO3 are added. The mixture is shaken at 80° C. for 5 h. After cooling to r.t. the mixture is filtered, the filtrate is concentrated in vacuo to approximately 60 mL. The product is separated using HPLC-MS (Gilson, mass flow 120 mL/min, 10 μm, 200 g Sunfire RP18, ACN/water/TFA). The product fractions are combined... Starting materials: C(C)OC1=CC2=C(C(=N[C@@H]3CCN(C[C@H]23)C)C2=CC=C(C(=O)O)C=C2)C=C1OC (4-((4aR,10bS)-9-ethoxy-8-methoxy-2-methyl-1,2,3,4,4a,10b-hexahydrobenzo[c][1,6]-naphthyridin-6-yl)benzoic acid), C(C)(C)N[C@H](COC(C1=CC=CC=C1)=O)C (benzoic acid (S)-2-isopropylamino-propyl ester). Product: C(C)OC1=CC2=C(C(=N[C@@H]3CCN(C[C@H]23)C)C2=CC=C(C=C2)C(=O)N([C@H](COC(C2=CC=CC=C2)=O)C)C(C)C)C=C1OC (Benzoic acid (S)-2-({1-[4-((4aR,10bS)-9-ethoxy-8-methoxy-2-methyl-1,2,3,4,4a,10b-hexahydro-benzo[c][1,6]naphthyridin-6-yl)-phenyl]-methanoyl}-isopropyl-amino)-propyl ester). As a reaction SMILES: [CH2:1]([O:3][C:4]1[C:27]([O:28][CH3:29])=[CH:26][C:7]2[C:8]([C:17]3[CH:25]=[CH:24][C:20]([C:21](O)=[O:22])=[CH:19][CH:18]=3)=[N:9][C@H:10]3[C@@H:15]([C:6]=2[CH:5]=1)[CH2:14][N:13]([CH3:16])[CH2:12][CH2:11]3)[CH3:2].[CH:30]([NH:33][C@@H:34]([CH3:45])[CH2:35][O:36][C:37](=[O:44])[C:38]1[CH:43]=[CH:42][CH:41]=[CH:40][CH:39]=1)([CH3:32])[CH3:31]>>[CH2:1]([O:3][C:4]1[C:27]([O:28][CH3:29])=[CH:26][C:7]2[C:8]([C:17]3[CH:25]=[CH:24][C:20]([C:21]([N:33]([CH:30]([CH3:32])[CH3:31])[C@@H:34]([CH3:45])[CH2:35][O:36][C:37](=[O:44])[C:38]4[CH:39]=[CH:40][CH:41]=[CH:42][CH:43]=4)=[O:22])=[CH:19][CH:18]=3)=[N:9][C@H:10]3[C@@H:15]([C:6]=2[CH:5]=1)[CH2:14][N:13]([CH3:16])[CH2:12][CH2:11]3)[CH3:2]. Procedure: Prepared from 4-((4aR,10bS)-9-ethoxy-8-methoxy-2-methyl-1,2,3,4,4a,10b-hexahydrobenzo[c][1,6]-naphthyridin-6-yl)benzoic acid and benzoic acid (S)-2-isopropylamino-propyl ester as described for example 1.